From a dataset of the Open Reaction Database (ORD), a public repository of structured organic reaction records. describe an organic reaction: reactants, conditions, products, and yield Reactants: OBO, CC(C)(C)OC(=O)Nc1ccc(I)cc1[N+](=O)[O-], Fc1ccccc1. Yields the product CC(C)(C)OC(=O)Nc1ccc(-c2ccc(F)cc2)cc1[N+](=O)[O-]. RXN SMILES: [BH:19]([OH:20])[OH:21].[C:1]([CH3:2])([CH3:3])([CH3:4])[O:5][C:6]([NH:7][c:8]1[c:9]([N+:15](=[O:16])[O-:17])[cH:10][c:11]([I:14])[cH:12][cH:13]1)=[O:18].[F:22][c:23]1[cH:24][cH:25][cH:26][cH:27][cH:28]1>>[C:1]([CH3:2])([CH3:3])([CH3:4])[O:5][C:6]([NH:7][c:8]1[c:9]([N+:15](=[O:16])[O-:17])[cH:10][c:11](-[c:26]2[cH:25][cH:24][c:23]([F:22])[cH:28][cH:27]2)[cH:12][cH:13]1)=[O:18]. Reactants: O=C([O-])O, CO, CCOC(C)=O, Cl, Cc1c2c(c(C(C)C)c(C)c1NC=O)OC(C)(CI)C2, [Na+], O. The product is Cc1c(N)c(C)c(C(C)C)c2c1CC(C)(CI)O2. Reaction SMILES: [C:22](=[O:23])([OH:24])[O-:25].[CH3:27][OH:28].[CH3:30][CH2:31][O:32][C:33](=[O:34])[CH3:35].[ClH:21].[I:1][CH2:2][C:3]1([CH3:20])[O:4][c:5]2[c:6]([c:8]([CH3:19])[c:9]([NH:16][CH:17]=[O:18])[c:10]([CH3:15])[c:11]2[CH:12]([CH3:13])[CH3:14])[CH2:7]1.[Na+:26].[OH2:29]>>[I:1][CH2:2][C:3]1([CH3:20])[O:4][c:5]2[c:6]([c:8]([CH3:19])[c:9]([NH2:16])[c:10]([CH3:15])[c:11]2[CH:12]([CH3:13])[CH3:14])[CH2:7]1. Reactants: O=C([O-])[O-], CCc1cc(C#C[Si](C)(C)C)cc2c1OC(C)(C)CC2(C)C, CO, CCOC(C)=O, CCCCCC, [K+], [K+]. Yields the product C#Cc1cc(CC)c2c(c1)C(C)(C)CC(C)(C)O2. As a reaction SMILES: [C:25](=[O:26])([O-:27])[O-:28].[CH2:1]([CH3:2])[c:3]1[cH:4][c:5]([C:17]#[C:18][Si:19]([CH3:20])([CH3:21])[CH3:22])[cH:6][c:7]2[c:12]1[O:11][C:10]([CH3:13])([CH3:14])[CH2:9][C:8]2([CH3:15])[CH3:16].[CH3:23][OH:24].[CH3:31][CH2:32][O:33][C:34](=[O:35])[CH3:36].[CH3:37][CH2:38][CH2:39][CH2:40][CH2:41][CH3:42].[K+:29].[K+:30]>>[CH2:1]([CH3:2])[c:3]1[cH:4][c:5]([C:17]#[CH:18])[cH:6][c:7]2[c:12]1[O:11][C:10]([CH3:13])([CH3:14])[CH2:9][C:8]2([CH3:15])[CH3:16]. Reactants: O=C([O-])O, ClCCl, CC(C)=O, ClC=CCl, Cl, Nc1cccc([N+](=O)[O-])c1, [Na+], [Na+], O=[N+]([O-])[O-], O=[Ca], O. The product is O=[N+]([O-])c1cccc(C(Cl)C(Cl)Cl)c1. As a reaction SMILES: [C:17](=[O:18])([OH:19])[O-:20].[CH2:28]([Cl:29])[Cl:30].[CH3:31][C:32](=[O:33])[CH3:34].[Cl:22][CH:23]=[CH:24][Cl:25].[ClH:11].[N+:1](=[O:2])([O-:3])[c:4]1[cH:5][c:6]([NH2:7])[cH:8][cH:9][cH:10]1.[Na+:12].[Na+:21].[O-:13][N+:14](=[O:15])[O-:16].[O:26]=[Ca:27].[OH2:35]>>[N+:1](=[O:2])([O-:3])[c:4]1[cH:5][c:6]([CH:24]([CH:23]([Cl:11])[Cl:22])[Cl:25])[cH:8][cH:9][cH:10]1.